This data is from the Open Reaction Database (ORD), a public repository of structured organic reaction records. The task is: describe an organic reaction: reactants, conditions, products, and yield Reactants: CC(Br)(Br)CO, ClCCl, O=C(Cl)Cl, c1ccncc1. Product: CC(Br)(Br)COC(=O)Cl. As a reaction SMILES: [Br:5][C:6]([CH2:7][OH:8])([CH3:9])[Br:10].[Cl:17][CH2:18][Cl:19].[Cl:1][C:2]([Cl:3])=[O:4].[cH:11]1[cH:12][cH:13][n:14][cH:15][cH:16]1>>[C:2]([Cl:3])(=[O:4])[O:8][CH2:7][C:6]([Br:5])([CH3:9])[Br:10]. The reactants are C(CCC)C1=CC=C2C(CCC(N12)C1=CC=C(C=C1)C1=C(C=CC=C1)C1=NN=NN1)=NO (3-Butyl-5,6-dihydro-N-hydroxy-5-[2'-(1H-tetrazol-5-yl)[1.1'-biphenyl]-4-yl]indolizin-8(7H)-imine), [H][H] (hydrogen), biphenyl imidazolyl oxime. Reagents/catalysts: [Pd] (palladium on charcoal). The solvent is CO (methanol). Product: C(CCC)C1=CC=C2C(CCC(N12)C1=CC=C(C=C1)C1=C(C=CC=C1)C1=NN=NN1)N (3-Butyl-5,6,7,8-tetrahydro-8-amino-5-[2'-(1H-tetrazol-5-yl)[1,1'-biphenyl]-4-yl]indolizine). RXN SMILES: [CH2:1]([C:5]1[N:13]2[C:8]([C:9](=[N:31]O)[CH2:10][CH2:11][CH:12]2[C:14]2[CH:19]=[CH:18][C:17]([C:20]3[CH:25]=[CH:24][CH:23]=[CH:22][C:21]=3[C:26]3[NH:30][N:29]=[N:28][N:27]=3)=[CH:16][CH:15]=2)=[CH:7][CH:6]=1)[CH2:2][CH2:3][CH3:4].[H][H]>[Pd].CO>[CH2:1]([C:5]1[N:13]2[C:8]([CH:9]([NH2:31])[CH2:10][CH2:11][CH:12]2[C:14]2[CH:19]=[CH:18][C:17]([C:20]3[CH:25]=[CH:24][CH:23]=[CH:22][C:21]=3[C:26]3[NH:27][N:28]=[N:29][N:30]=3)=[CH:16][CH:15]=2)=[CH:7][CH:6]=1)[CH2:2][CH2:3][CH3:4]. Procedure details: Alternatively, the title compound of Example 1955 can be prepared from the corresponding oxime. A suspension of the biphenyl imidazolyl oxime (0.059 mmol, the title compound of Example 1953) and 20 mg (0.0188 mmol) of 10% palladium on charcoal in 1.5 mL of methanol is stirred at room temperature under 50 psi of hydrogen gas until the reaction is complete. The mixture is filtered through a pad of celite, concentrated in vacuo and purified to give the title compound of Example 1955. Reactants: N1=C(C=CC=C1)B(O)O (Pyridin-2-ylboronic acid), C1(=CC=CC=C1)C (toluene), C(CCC)OC(=O)C=1N=C(C2=CC=CC=C2C1OCC1=CC=CC=C1)Br (4-Benzyloxy-1-bromo-isoquinoline-3-carboxylic acid butyl ester), C(=O)([O-])[O-].[Na+].[Na+] (Na2CO3). The reagents and catalysts are C=1C=CC(=CC1)[P](C=2C=CC=CC2)(C=3C=CC=CC3)[Pd]([P](C=4C=CC=CC4)(C=5C=CC=CC5)C=6C=CC=CC6)([P](C=7C=CC=CC7)(C=8C=CC=CC8)C=9C=CC=CC9)[P](C=1C=CC=CC1)(C=1C=CC=CC1)C=1C=CC=CC1 (Pd(PPh3)4). Run in CCO (EtOH). Run at time 24 hour. The product is C(CCC)OC(=O)C=1N=C(C2=CC=CC=C2C1OCC1=CC=CC=C1)C1=NC=CC=C1 (4-Benzyloxy-1-pyridin-2-yl-isoquinoline-3-carboxylic acid butyl ester). RXN SMILES: [N:1]1[CH:6]=[CH:5][CH:4]=[CH:3][C:2]=1B(O)O.C1(C)C=CC=CC=1.[CH2:17]([O:21][C:22]([C:24]1[N:25]=[C:26](Br)[C:27]2[C:32]([C:33]=1[O:34][CH2:35][C:36]1[CH:41]=[CH:40][CH:39]=[CH:38][CH:37]=1)=[CH:31][CH:30]=[CH:29][CH:28]=2)=[O:23])[CH2:18][CH2:19][CH3:20].C([O-])([O-])=O.[Na+].[Na+]>CCO.C1C=CC([P]([Pd]([P](C2C=CC=CC=2)(C2C=CC=CC=2)C2C=CC=CC=2)([P](C2C=CC=CC=2)(C2C=CC=CC=2)C2C=CC=CC=2)[P](C2C=CC=CC=2)(C2C=CC=CC=2)C2C=CC=CC=2)(C2C=CC=CC=2)C2C=CC=CC=2)=CC=1>[CH2:17]([O:21][C:22]([C:24]1[N:25]=[C:26]([C:2]2[CH:3]=[CH:4][CH:5]=[CH:6][N:1]=2)[C:27]2[C:32]([C:33]=1[O:34][CH2:35][C:36]1[CH:41]=[CH:40][CH:39]=[CH:38][CH:37]=1)=[CH:31][CH:30]=[CH:29][CH:28]=2)=[O:23])[CH2:18][CH2:19][CH3:20] |f:3.4.5,^1:55,57,76,95|. Procedure: To a solution of Pyridin-2-ylboronic acid (323 mg, 2.5 mmol) in EtOH (2.5 ml) was added subsequently toluene (15 ml), 4-Benzyloxy-1-bromo-isoquinoline-3-carboxylic acid butyl ester (1.035 mg, 2.5 mmol, see example D-86 a), Pd(PPh3)4 (292 mg, 0.25 mmol), and aq. 2 M Na2CO3 solution (2.5 ml, 5 mmol). The mixture was then refluxed with stirring under N2 protection for 24 h. Subsequently, the mixture was concentrated in vacuo. To the residue was added water (15 ml) and the mixture was extracted with... Starting materials: C(C)OC(=O)[C@H](CCC1=CC=CC=C1)N[C@@H]1C(N([C@@H](CSC1)C)CC(=O)OC(C)(C)C)=O (t-butyl α-{6(R)-[1(S)-ethoxycarbonyl-3-phenylpropylamino]-3(R)-methyl-5-oxoperhydro-1,4-thiazepin-4-yl}acetate), FC(C(=O)O)(F)F (trifluoroacetic acid). The product is C(C)OC(=O)[C@H](CCC1=CC=CC=C1)N[C@@H]1C(N([C@@H](CSC1)C)CC(=O)O)=O (α-{6(R)-[1(S)-Ethoxycarbonyl-3-phenylpropylamino]-3(R)-methyl-5-oxoperhydro-1,4-thiazepin-4-yl}acetic acid). The yield is 92.7%. RXN SMILES: [CH2:1]([O:3][C:4]([C@@H:6]([NH:15][C@H:16]1[CH2:22][S:21][CH2:20][C@@H:19]([CH3:23])[N:18]([CH2:24][C:25]([O:27]C(C)(C)C)=[O:26])[C:17]1=[O:32])[CH2:7][CH2:8][C:9]1[CH:14]=[CH:13][CH:12]=[CH:11][CH:10]=1)=[O:5])[CH3:2].FC(F)(F)C(O)=O>>[CH2:1]([O:3][C:4]([C@@H:6]([NH:15][C@H:16]1[CH2:22][S:21][CH2:20][C@@H:19]([CH3:23])[N:18]([CH2:24][C:25]([OH:27])=[O:26])[C:17]1=[O:32])[CH2:7][CH2:8][C:9]1[CH:10]=[CH:11][CH:12]=[CH:13][CH:14]=1)=[O:5])[CH3:2]. Reported procedure: 0.41 g of t-butyl α-{6(R)-[1(S)-ethoxycarbonyl-3-phenylpropylamino]-3(R)-methyl-5-oxoperhydro-1,4-thiazepin-4-yl}acetate (isomer B) synthesized as described in Example 30 was subjected to de-t-butylation with trifluoroacetic acid in the same manner as described in Example 3, to give 334 mg of the title compound as an amorphous solid. The reactants are COC(=O)c1cnc(Cl)c(Br)c1, CCC#N, [I-], C[Si](C)(C)I, [Na+]. Product: COC(=O)c1cnc(I)c(Br)c1. As a reaction SMILES: [Br:1][c:2]1[cH:3][c:4]([C:9](=[O:10])[O:11][CH3:12])[cH:5][n:6][c:7]1[Cl:8].[C:20](#[N:21])[CH2:22][CH3:23].[I-:19].[I:13][Si:14]([CH3:15])([CH3:16])[CH3:17].[Na+:18]>>[Br:1][c:2]1[cH:3][c:4]([C:9](=[O:10])[O:11][CH3:12])[cH:5][n:6][c:7]1[I:13]. The solvent is CCO (EtOH). Reported procedure: Furfurylamine (5.70 mL, 61.8 mmol) and phthalic anhydride (10.0 g, 90.9 mmol) were heated to 120° C. for approximately 45 min. The reaction mixture was cooled to rt and then suspended in EtOH. The resulting suspension was filtered to afford the title compound i-1a. 1HNMR (500 MHz, CDCl3): δ 7.88 (dd, 2H, J=3.2, 5.3 Hz), 7.73 (dd, 2H, J=3.0, 5.5 Hz), 6.38 (d, 1H, J=3.2 Hz), 6.32 (m, 1H), 4.88 (s, 2H). Product: O1C(=CC=C1)CN1C(C2=CC=CC=C2C1=O)=O (2-(2-furylmethyl)-1H-isoindole-1,3(2H)-dione). Starting materials: C(C1=CC=CO1)N (Furfurylamine), C1(C=2C(C(=O)O1)=CC=CC2)=O (phthalic anhydride). Reaction SMILES: [CH2:1]([NH2:7])[C:2]1[O:6][CH:5]=[CH:4][CH:3]=1.[C:8]1(=O)[O:13][C:11](=[O:12])[C:10]2=[CH:14][CH:15]=[CH:16][CH:17]=[C:9]12>CCO>[O:6]1[CH:5]=[CH:4][CH:3]=[C:2]1[CH2:1][N:7]1[C:11](=[O:12])[C:10]2[C:9](=[CH:17][CH:16]=[CH:15][CH:14]=2)[C:8]1=[O:13]. Reactants: [H-].[Na+] (sodium hydride), CC1(OC2=C(NC1)C=CC(=C2)[N+](=O)[O-])C (3,4-dihydro-2,2-dimethyl-7-nitro-2H-1,4-benzoxazine), Cl.BrC1=[N+](C=CC=C1)[O-] (2-bromopyridine N-oxide hydrochloride). Run in CN(C=O)C (N,N-dimethylformamide), ice water. Run at temperature 70 celsius, time 16 hour. Product: CC1(OC2=C(N(C1)C1=[N+](C=CC=C1)[O-])C=CC(=C2)[N+](=O)[O-])C (2-(3,4-dihydro-2,2-dimethyl-7-nitro-2H-1,4-benzoxazin-4-yl)pyridine N-oxide). Yield: 23.5%. Reaction SMILES: [H-].[Na+].[CH3:3][C:4]1([CH3:17])[CH2:9][NH:8][C:7]2[CH:10]=[CH:11][C:12]([N+:14]([O-:16])=[O:15])=[CH:13][C:6]=2[O:5]1.Cl.Br[C:20]1[CH:25]=[CH:24][CH:23]=[CH:22][N+:21]=1[O-:26]>CN(C)C=O>[CH3:3][C:4]1([CH3:17])[CH2:9][N:8]([C:20]2[CH:25]=[CH:24][CH:23]=[CH:22][N+:21]=2[O-:26])[C:7]2[CH:10]=[CH:11][C:12]([N+:14]([O-:16])=[O:15])=[CH:13][C:6]=2[O:5]1 |f:0.1,3.4|. Reported procedure: In 14 ml of N,N-dimethylformamide was suspended 0.38 g of sodium hydride (60% in oil) followed by addition of 1.00 g of 3,4-dihydro-2,2-dimethyl-7-nitro-2H-1,4-benzoxazine. Then, 1.01 g of 2-bromopyridine N-oxide hydrochloride was added with ice-cooling and the mixture was stirred at 70° C. for 16 hours. The reaction mixture was poured in ice-water and extracted with ethyl acetate. The organic layer was washed with aqueous sodium chloride solution and dried over anhydrous magnesium sulfate, and ...